Dataset: the Open Reaction Database (ORD), a public repository of structured organic reaction records. Task: describe an organic reaction: reactants, conditions, products, and yield Reactants: B(Br)(Br)Br (boron tribromide), COC[C@@H](OC=1C=C(C=C(C1)OC=1C=NC(=CC1)S(=O)(=O)C)C1=CC=C(N1)C=1O[C@H]([C@H](N1)CO)C)C ({(4R,5S)-2-[5-(3-[(1S)-2-Methoxy-1-methylethoxy]-5-{[6-(methylsulfonyl)pyridin-3-yl]oxy}phenyl)-1H-pyrrol-2-yl]-5-methyl-4,5-dihydro-1,3-oxazol-4-yl}methanol), C(O)([O-])=O.[Na+] (sodium hydrogencarbonate). The solvent is C(Cl)Cl (methylene chloride). Run at time 45 minute. Yields the product OC[C@H]1N=C(O[C@H]1C)C1=CC=C(N1)C=1C=C(O[C@H](CO)C)C=C(C1)OC=1C=NC(=CC1)S(=O)(=O)C ((2S)-2-(3-{5-[(4R,5S)-4-(Hydroxymethyl)-5-methyl-4,5-dihydro-1,3-oxazol-2-yl]-1H-pyrrol-2-yl}-5-{[6-(methylsulfonyl)pyridin-3-yl]oxy}phenoxy)propan-1-ol). Isolated yield 80.9%. As a reaction SMILES: C[O:2][CH2:3][C@H:4]([CH3:36])[O:5][C:6]1[CH:7]=[C:8]([C:23]2[NH:27][C:26]([C:28]3[O:29][C@@H:30]([CH3:35])[C@@H:31]([CH2:33][OH:34])[N:32]=3)=[CH:25][CH:24]=2)[CH:9]=[C:10]([O:12][C:13]2[CH:14]=[N:15][C:16]([S:19]([CH3:22])(=[O:21])=[O:20])=[CH:17][CH:18]=2)[CH:11]=1.B(Br)(Br)Br.C(=O)([O-])O.[Na+]>C(Cl)Cl>[OH:34][CH2:33][C@@H:31]1[C@H:30]([CH3:35])[O:29][C:28]([C:26]2[NH:27][C:23]([C:8]3[CH:7]=[C:6]([CH:11]=[C:10]([O:12][C:13]4[CH:14]=[N:15][C:16]([S:19]([CH3:22])(=[O:21])=[O:20])=[CH:17][CH:18]=4)[CH:9]=3)[O:5][C@@H:4]([CH3:36])[CH2:3][OH:2])=[CH:24][CH:25]=2)=[N:32]1 |f:2.3|. Reported procedure: {(4R,5S)-2-[5-(3-[(1S)-2-Methoxy-1-methylethoxy]-5-{[6-(methylsulfonyl)pyridin-3-yl]oxy}phenyl)-1H-pyrrol-2-yl]-5-methyl-4,5-dihydro-1,3-oxazol-4-yl}methanol (178 mg, 0.35 mmol) synthesized in Example (91d) was dissolved in methylene chloride (5 mL), and boron tribromide (1.0 mol/L methylene chloride solution, 0.70 mL, 0.70 mmol) was added at −78° C., and subsequently the temperature was brought back to room temperature and stirring was carried out for 45 minutes. To the reaction solution, a sat... The solvent is O1CCCC1 (tetrahydrofuran), O1CCCC1 (tetrahydrofuran), O1CCCC1 (tetrahydrofuran). Starting materials: C(C)(C)[N-]C(C)C.[Li+] (lithium diisopropylamide), BrC=1C(=C(SC1)C(=O)OC)O (methyl 4-bromo-3-hydroxythiophene-2-carboxylate), C(C)(=O)N1CCOCC1 (N-acetylmorpholine). Reaction conditions: temperature 0 celsius. Yield: 138.2%. Procedure: An oven-dried 100 mL round-bottom flask was charged with a magnetic stirring bar, tetrahydrofuran (5 mL) and lithium diisopropylamide (2.0M in hexanes, 6.7 mL, 13.5 mmol). The reaction mixture was magnetically stirred and cooled to 0° C. under argon gas. A solution of N-acetylmorpholine (6.75 mmol) in tetrahydrofuran (1 mL) was added, and the reaction was stirred at 0° C. for 1 hour. A solution of methyl 4-bromo-3-hydroxythiophene-2-carboxylate (4.22 mmol) in tetrahydrofuran (2 mL) was added dro... Yields the product BrC=1C(=C(SC1)C(CC(=O)N1CCOCC1)=O)O (1-(4-bromo-3-hydroxythiophen-2-yl)-3-morpholinopropane-1,3-dione). As a reaction SMILES: C([N-]C(C)C)(C)C.[Li+].[C:9]([N:12]1[CH2:17][CH2:16][O:15][CH2:14][CH2:13]1)(=[O:11])[CH3:10].[Br:18][C:19]1[C:20]([OH:28])=[C:21]([C:24](OC)=[O:25])[S:22][CH:23]=1>O1CCCC1>[Br:18][C:19]1[C:20]([OH:28])=[C:21]([C:24](=[O:25])[CH2:10][C:9]([N:12]2[CH2:17][CH2:16][O:15][CH2:14][CH2:13]2)=[O:11])[S:22][CH:23]=1 |f:0.1|.